Dataset: the Open Reaction Database (ORD), a public repository of structured organic reaction records. Task: describe an organic reaction: reactants, conditions, products, and yield Product: NC(C)C1=CC(=C2C=CC=NC2=C1N1C[C@@H](CC1)O)Cl ((3R)-1-[7-(1-aminoethyl)-5-chloroquinolin-8-yl]pyrrolidin-3-ol). RXN SMILES: [Cl:1][C:2]1[CH:11]=[C:10]([C:12](=O)[CH3:13])[C:9]([N:15]2[CH2:19][CH2:18][C@@H:17]([OH:20])[CH2:16]2)=[C:8]2[C:3]=1[CH:4]=[CH:5][CH:6]=[N:7]2.C([O-])(=O)C.[NH4+].C([BH3-])#[N:27].[Na+]>CO.C(#N)C>[NH2:27][CH:12]([C:10]1[C:9]([N:15]2[CH2:19][CH2:18][C@@H:17]([OH:20])[CH2:16]2)=[C:8]2[C:3]([CH:4]=[CH:5][CH:6]=[N:7]2)=[C:2]([Cl:1])[CH:11]=1)[CH3:13] |f:1.2,3.4|. Reaction conditions: temperature 65 celsius. The reactants are ClC1=C2C=CC=NC2=C(C(=C1)C(C)=O)N1C[C@@H](CC1)O (1-{5-chloro-8-[(3R)-3-hydroxypyrrolidin-1-yl]quinolin-7-yl}ethanone), C(C)(=O)[O-].[NH4+] (ammonium acetate), C(#N)[BH3-].[Na+] (sodium cyanoborohydride), resultant mixture. The solvent is CO (methanol), C(C)#N (acetonitrile). Procedure details: A mixture of 1-{5-chloro-8-[(3R)-3-hydroxypyrrolidin-1-yl]quinolin-7-yl}ethanone (95 mg, 0.33 mmol) and ammonium acetate (252 mg, 3.27 mmol) in methanol (1.8 mL) and acetonitrile (1.9 mL) was heated at 65° C. in a sealed tube for 30 minutes. After cooling, sodium cyanoborohydride (41.1 mg, 0.653 mmol) was added to the resultant mixture. The reaction was heated at 65° C. for another 4 hours, then cooled to room temperature and quenched with saturated sodium bicarbonate. The mixture was then extra... The reactants are Cc1ccccc1, O=C(Cl)c1c(Cl)cccc1Cl, Nc1noc2c(C(F)(F)F)cccc12. The product is O=C(Nc1noc2c(C(F)(F)F)cccc12)c1c(Cl)cccc1Cl. RXN SMILES: [CH3:26][c:27]1[cH:28][cH:29][cH:30][cH:31][cH:32]1.[Cl:15][c:16]1[c:17]([C:18](=[O:19])[Cl:20])[c:21]([Cl:25])[cH:22][cH:23][cH:24]1.[F:1][C:2]([c:3]1[cH:4][cH:5][cH:6][c:7]2[c:8]([NH2:12])[n:9][o:10][c:11]12)([F:13])[F:14]>>[F:1][C:2]([c:3]1[cH:4][cH:5][cH:6][c:7]2[c:8]([NH:12][C:18]([c:17]3[c:16]([Cl:15])[cH:24][cH:23][cH:22][c:21]3[Cl:25])=[O:19])[n:9][o:10][c:11]12)([F:13])[F:14].